This data is from the Open Reaction Database (ORD), a public repository of structured organic reaction records. The task is: describe an organic reaction: reactants, conditions, products, and yield Starting materials: furandiones, ClCl (chlorine), CNC (N,N-dimethyl amine), COC1=C(C=CC(=C1)OC)C=C1C(OCC1=O)=O (3[(2,4-dimethoxyphenyl)methylene]2,4(3H,5H)-furandione), 3[(4-N,N-dimethylamino)methylene]2,4(3H,5H) furandione, ClC=1C=C(C=CC1Cl)C=C1C(OCC1=O)=O (3[(3,4-dichlorophenyl)methylene]2,4(3H,5H)-furandione), 3-(arylalkylene)2,4(3H,5H) furandiones, [H][H] (hydrogen), 3-(arylalkylene)2,4(3H,5H) furandiones. Yields the product O1C(=CC=C1)C(C=C1C(OCC1=O)=O)=C (3-(2-furanyl-2-propenylidene)-2,4(3H,5H) -furandione). Procedure: The other subclass of the furandiones used in accordance with the present invention are the 3-(arylalkylene)2,4(3H,5H) furandiones, including, for example, those represented by the following general formula: ##STR3## where R represents hydrogen, N,N-dimethyl amine and chlorine. For example, the 3-(arylalkylene)2,4(3H,5H) furandiones include 3[(3,4-dichlorophenyl)methylene]2,4(3H,5H)-furandione; 3[(2,4-dimethoxyphenyl)methylene]2,4(3H,5H)-furandione and 3[(4-N,N-dimethylamino)methylene]2,4(3H,5H)... Reaction SMILES: [H][H].CNC.ClCl.ClC1C=C(C=C2C(=O)COC2=O)C=CC=1Cl.C[O:25][C:26]1[CH:31]=[C:30](OC)[CH:29]=[CH:28][C:27]=1[CH:34]=[C:35]1[C:39](=[O:40])[CH2:38][O:37][C:36]1=[O:41]>>[O:25]1[CH:29]=[CH:30][CH:31]=[C:26]1[C:27](=[CH2:28])[CH:34]=[C:35]1[C:39](=[O:40])[CH2:38][O:37][C:36]1=[O:41]. Starting materials: Cc1nc2cc(Cl)ccc2n1CCCO, ClC(Cl)Cl, O=S(Cl)Cl. The product is Cc1nc2cc(Cl)ccc2n1CCCCl. RXN SMILES: [Cl:1][c:2]1[cH:3][c:4]2[c:5]([n:6]([CH2:10][CH2:11][CH2:12][OH:13])[c:7]([CH3:9])[n:8]2)[cH:14][cH:15]1.[Cl:20][CH:21]([Cl:22])[Cl:23].[S:16]([Cl:17])([Cl:18])=[O:19]>>[Cl:1][c:2]1[cH:3][c:4]2[c:5]([n:6]([CH2:10][CH2:11][CH2:12][Cl:18])[c:7]([CH3:9])[n:8]2)[cH:14][cH:15]1. Reactants: NC1=C(C2=C(S1)C=CC=C2)C(=O)C2=CC=CC=C2 ((2-amino-benzo[b]thiophen-3-yl)-phenyl-methanone), CC(CC(C)=O)=O (pentane-2,4-dione). Reagents/catalysts: S(O)(O)(=O)=O (sulfuric acid). The solvent is C(C)(=O)O (acetic acid). Conditions: temperature 100 celsius, time 10 minute. The product is CC1=C(C(=C2C(=N1)SC1=C2C=CC=C1)C1=CC=CC=C1)C(C)=O ((2-methyl-4-phenyl-benzo[4,5]thieno[2,3-b]pyridin-3-yl)-ethanone). The yield is 50.9%. Reaction SMILES: [NH2:1][C:2]1[S:6][C:5]2[CH:7]=[CH:8][CH:9]=[CH:10][C:4]=2[C:3]=1[C:11]([C:13]1[CH:18]=[CH:17][CH:16]=[CH:15][CH:14]=1)=O.[CH3:19][C:20](=O)[CH2:21][C:22](=[O:24])[CH3:23]>C(O)(=O)C.S(=O)(=O)(O)O>[CH3:19][C:20]1[N:1]=[C:2]2[S:6][C:5]3[CH:7]=[CH:8][CH:9]=[CH:10][C:4]=3[C:3]2=[C:11]([C:13]2[CH:18]=[CH:17][CH:16]=[CH:15][CH:14]=2)[C:21]=1[C:22](=[O:24])[CH3:23]. Procedure details: To a stirred solution of 32 mg (0.13 mmol) (2-amino-benzo[b]thiophen-3-yl)-phenyl-methanone in 2 ml acetic acid was added 0.09 ml (0.13 mmol) of pentane-2,4-dione and one drop of sulfuric acid. The mixture was then stirred at 100° C. for 10 minutes in a microwave and then concentrated in vacuo. Flash chromatography (heptane/ethyl acetate 6:1) afforded 21 mg (52%) (2-methyl-4-phenyl-benzo[4,5]thieno[2,3-b]pyridin-3-yl)-ethanone as a light yellow solid. ES-MS m/e (%): 318 (M+H+, 100). The reactants are ClC1=NC=NC2=C(C=CC=C12)[N+](=O)[O-] (4-chloro-8-nitroquinazoline), C(=O)([O-])[O-].[K+].[K+] (K2CO3), Cl.CC1(CCC(CC1)N)C (4,4-dimethylcyclohexanamine hydrochloride), O (water). Run in CC#N (CH3CN). Yields the product CC1(CCC(CC1)NC1=NC=NC2=C(C=CC=C12)[N+](=O)[O-])C (N-(4,4-dimethylcyclohexyl)-8-nitroquinazolin-4-amine). The yield is 69.4%. RXN SMILES: Cl[C:2]1[C:11]2[C:6](=[C:7]([N+:12]([O-:14])=[O:13])[CH:8]=[CH:9][CH:10]=2)[N:5]=[CH:4][N:3]=1.C([O-])([O-])=O.[K+].[K+].Cl.[CH3:22][C:23]1([CH3:30])[CH2:28][CH2:27][CH:26]([NH2:29])[CH2:25][CH2:24]1.O>CC#N>[CH3:22][C:23]1([CH3:30])[CH2:28][CH2:27][CH:26]([NH:29][C:2]2[C:11]3[C:6](=[C:7]([N+:12]([O-:14])=[O:13])[CH:8]=[CH:9][CH:10]=3)[N:5]=[CH:4][N:3]=2)[CH2:25][CH2:24]1 |f:1.2.3,4.5|. Reported procedure: To a solution of 4-chloro-8-nitroquinazoline (Intermediate-7, step-2, 150 mg, 0.72 mmol) in CH3CN (3 mL) were added K2CO3 (300 mg, 2.15 mmol) and 4,4-dimethylcyclohexanamine hydrochloride (352 mg, 2.15 mmol) and the reaction mixture was heated at reflux for 3 h. Then water was added to the reaction mixture and it was extracted with EtOAc. The organic layer was washed with brine, separated, dried, filtered and concentrated. The residue was purified by column chromatography to afford 150 mg of the... The reactants are FC=1C=C(C=CC1OC1=C2C(=NC=C1)C=CS2)NC(C(=O)OCC)=O (ethyl 2-(3-fluoro-4-(thieno[3,2-b]pyridin-7-yloxy)phenylamino)-2-oxoacetate), N1CCCC1 (pyrrolidine). Product: FC=1C=C(C=CC1OC1=C2C(=NC=C1)C=CS2)NC(C(N2CCCC2)=O)=O (N-(3-fluoro-4-(thieno[3,2-b]pyridin-7-yloxy)phenyl)-2-oxo-2-(pyrrolidin-1-yl)acetamide). Yield: 85.6%. Reaction SMILES: [F:1][C:2]1[CH:3]=[C:4]([NH:18][C:19](=[O:25])[C:20]([O:22]CC)=O)[CH:5]=[CH:6][C:7]=1[O:8][C:9]1[CH:14]=[CH:13][N:12]=[C:11]2[CH:15]=[CH:16][S:17][C:10]=12.[NH:26]1[CH2:30][CH2:29][CH2:28][CH2:27]1>>[F:1][C:2]1[CH:3]=[C:4]([NH:18][C:19](=[O:25])[C:20](=[O:22])[N:26]2[CH2:30][CH2:29][CH2:28][CH2:27]2)[CH:5]=[CH:6][C:7]=1[O:8][C:9]1[CH:14]=[CH:13][N:12]=[C:11]2[CH:15]=[CH:16][S:17][C:10]=12. Procedure details: Prepared from ethyl 2-(3-fluoro-4-(thieno[3,2-b]pyridin-7-yloxy)phenylamino)-2-oxoacetate (Example 2; 36 mg, 0.10 mmol) and pyrrolidine (36 mg, 0.50 mmol) according to the procedure for Example 3. The product was purified on a pre-packed Isoelute silica gel column (10 g silica), eluting with a gradient of 20% EtOAc/hexanes, 1:1 EtOAc/hexanes, 2:1 EtOAc/hexanes, and then neat EtOAc. The product was obtained as a white powder (33 mg, 86%). 1H NMR (400 MHz, CDCl3) δ 9.74 (s, 1H), 8.52 (d, J=5 Hz, 1... Reactants: O.NN (hydrazine monohydrate), ClC1=CC=C(C=C1)C1=C(C(=NN1C1=C(C=C(C=C1)Cl)Cl)C(CC(C(C)(C)C)=O)=O)C (1-(5-(4-chlorophenyl)-1-(2,4-dichlorophenyl)-4-methyl-1H-pyrazol-3-yl)-4,4-dimethylpentane-1,3-dione), C1CCOC1 (THF). Solvent: CCO (EtOH). Conditions: temperature 90 celsius. The product is C(C)(C)(C)C1=CC(=NN1)C1=NN(C(=C1C)C1=CC=C(C=C1)Cl)C1=C(C=C(C=C1)Cl)Cl (5′-tert-butyl-5-(4-chlorophenyl)-1-(2,4-dichlorophenyl)-4-methyl-1H,1′H-3,3′-bipyrazole). Yield: 63.4%. RXN SMILES: [Cl:1][C:2]1[CH:7]=[CH:6][C:5]([C:8]2[N:12]([C:13]3[CH:18]=[CH:17][C:16]([Cl:19])=[CH:15][C:14]=3[Cl:20])[N:11]=[C:10]([C:21](=O)[CH2:22][C:23](=O)[C:24]([CH3:27])([CH3:26])[CH3:25])[C:9]=2[CH3:30])=[CH:4][CH:3]=1.O.[NH2:32][NH2:33].C1COCC1>CCO>[C:24]([C:23]1[NH:33][N:32]=[C:21]([C:10]2[C:9]([CH3:30])=[C:8]([C:5]3[CH:6]=[CH:7][C:2]([Cl:1])=[CH:3][CH:4]=3)[N:12]([C:13]3[CH:18]=[CH:17][C:16]([Cl:19])=[CH:15][C:14]=3[Cl:20])[N:11]=2)[CH:22]=1)([CH3:27])([CH3:26])[CH3:25] |f:1.2|. Procedure: To a suspension of 1-(5-(4-chlorophenyl)-1-(2,4-dichlorophenyl)-4-methyl-1H-pyrazol-3-yl)-4,4-dimethylpentane-1,3-dione (555 mg, 1.20 mmol) (B) in EtOH (5.5 mL) was added hydrazine monohydrate (0.12 g, 2.4 mmol). The reaction mixture was refluxed at 90° C. for 6 hours. After cooled down to room temperature, the resulting suspension was dissolved by addition of THF (15 mL) and further purified by prep HPLC to provide 350 mg (0.761 mmol, 63%) of the title compound. Reactants: C(=O)(O)C1=CC=C(C(=O)NC2=C(C(=O)O)C=CC(=C2)N)C=C1 (2-(4-carboxybenzamido)-4-aminobenzoic acid), C(C)(=O)OC(C)=O (acetic anhydride). Product: C(=O)(O)C1=CC=C(C(=O)NC2=C(C(=O)O)C=CC(=C2)NC(C)=O)C=C1 (2-(4-carboxybenzamido)-4-acetamidobenzoic acid). Isolated yield 63.0%. Reaction SMILES: [C:1]([C:4]1[CH:22]=[CH:21][C:7]([C:8]([NH:10][C:11]2[CH:19]=[C:18]([NH2:20])[CH:17]=[CH:16][C:12]=2[C:13]([OH:15])=[O:14])=[O:9])=[CH:6][CH:5]=1)([OH:3])=[O:2].[C:23](OC(=O)C)(=[O:25])[CH3:24]>>[C:1]([C:4]1[CH:5]=[CH:6][C:7]([C:8]([NH:10][C:11]2[CH:19]=[C:18]([NH:20][C:23](=[O:25])[CH3:24])[CH:17]=[CH:16][C:12]=2[C:13]([OH:15])=[O:14])=[O:9])=[CH:21][CH:22]=1)([OH:3])=[O:2]. Reported procedure: The procedure of Example 4 was repeated to react 2-(4-carboxybenzamido)-4-aminobenzoic acid with acetic anhydride, and the reaction product was treated as in Example 4 to yield 63% of 2-(4-carboxybenzamido)-4-acetamidobenzoic acid having a melting point in the range of from 302° to 304° C. (decompose). Reactants: O (Water), N1=CC(=CC=C1)NC(OCC(Cl)(Cl)Cl)=O (2,2,2-trichloroethyl pyridin-3-ylcarbamate), ClC1=C(C=CC=C1Cl)C=1N=C(SC1)N1CCNCC1 (1-[4-(2,3-dichlorophenyl)-1,3-thiazol-2-yl]piperazine), C(C)(C)N(CC)C(C)C (diisopropylethylamine). The solvent is CS(=O)C (dimethyl sulfoxide). Reaction conditions: temperature 70 celsius, time 3 day. The product is ClC1=C(C=CC=C1Cl)C=1N=C(SC1)N1CCN(CC1)C(=O)NC=1C=NC=CC1 (4-[4-(2,3-Dichlorophenyl)-1,3-thiazol-2-yl]-N-pyridin-3-ylpiperazine-1-carboxamide). The yield is 24.8%. Reaction SMILES: [N:1]1[CH:6]=[CH:5][CH:4]=[C:3]([NH:7][C:8](=[O:15])OCC(Cl)(Cl)Cl)[CH:2]=1.[Cl:16][C:17]1[C:22]([Cl:23])=[CH:21][CH:20]=[CH:19][C:18]=1[C:24]1[N:25]=[C:26]([N:29]2[CH2:34][CH2:33][NH:32][CH2:31][CH2:30]2)[S:27][CH:28]=1.C(N(C(C)C)CC)(C)C.O>CS(C)=O>[Cl:16][C:17]1[C:22]([Cl:23])=[CH:21][CH:20]=[CH:19][C:18]=1[C:24]1[N:25]=[C:26]([N:29]2[CH2:34][CH2:33][N:32]([C:8]([NH:7][C:3]3[CH:2]=[N:1][CH:6]=[CH:5][CH:4]=3)=[O:15])[CH2:31][CH2:30]2)[S:27][CH:28]=1. Procedure details: A mixture of 2,2,2-trichloroethyl pyridin-3-ylcarbamate (94.3 mg, 0.350 mmol), 1-[4-(2,3-dichlorophenyl)-1,3-thiazol-2-yl]piperazine (100 mg, 0.318 mmol) and diisopropylethylamine (0.111 ml, 0.636 mmol) in dimethyl sulfoxide (1.0 ml) was stirred at 70° C. for 3 days. Water was poured to the reaction mixture, and the mixture was extracted with ethyl acetate. The extract was washed with water, and dried over anhydrous magnesium sulfate, and the solvent was distilled off under reduced pressure. The... Starting materials: CC(C)(C)OC(=O)N1Cc2c(-c3noc(C4CC4)n3)ncn2-c2cccc(F)c21, CO, Cl. The product is Fc1cccc2c1NCc1c(-c3noc(C4CC4)n3)ncn1-2. RXN SMILES: [C:1]([O:2][C:3](=[O:4])[N:8]1[CH2:9][c:10]2[n:11]([cH:19][n:20][c:21]2-[c:22]2[n:23][o:24][c:25]([CH:27]3[CH2:28][CH2:29]3)[n:26]2)-[c:12]2[cH:13][cH:14][cH:15][c:16]([F:18])[c:17]21)([CH3:5])([CH3:6])[CH3:7].[CH3:31][OH:32].[ClH:30]>>[NH:8]1[CH2:9][c:10]2[n:11]([cH:19][n:20][c:21]2-[c:22]2[n:23][o:24][c:25]([CH:27]3[CH2:28][CH2:29]3)[n:26]2)-[c:12]2[cH:13][cH:14][cH:15][c:16]([F:18])[c:17]21. The product is O=C(Nc1ccc(N2CCS(=O)CC2)nc1)c1nc(-c2ccccc2)oc1C(F)(F)F. Reaction SMILES: [CH2:42]([Cl:43])[Cl:44].[OH:31][O:32][C:33]([c:34]1[cH:35][c:36]([Cl:37])[cH:38][cH:39][cH:40]1)=[O:41].[S:1]1[CH2:2][CH2:3][N:4]([c:7]2[cH:8][cH:9][c:10]([NH:13][C:14](=[O:15])[c:16]3[n:17][c:18](-[c:25]4[cH:26][cH:27][cH:28][cH:29][cH:30]4)[o:19][c:20]3[C:21]([F:22])([F:23])[F:24])[cH:11][n:12]2)[CH2:5][CH2:6]1>>[S:1]1(=[O:31])[CH2:2][CH2:3][N:4]([c:7]2[cH:8][cH:9][c:10]([NH:13][C:14](=[O:15])[c:16]3[n:17][c:18](-[c:25]4[cH:26][cH:27][cH:28][cH:29][cH:30]4)[o:19][c:20]3[C:21]([F:22])([F:23])[F:24])[cH:11][n:12]2)[CH2:5][CH2:6]1. Starting materials: ClCCl, O=C(OO)c1cccc(Cl)c1, O=C(Nc1ccc(N2CCSCC2)nc1)c1nc(-c2ccccc2)oc1C(F)(F)F.